Dataset: the Open Reaction Database (ORD), a public repository of structured organic reaction records. Task: describe an organic reaction: reactants, conditions, products, and yield Reactants: CC(CN1CCOCC1)(C)N1C=NC(=C1)NC(C(CCC)N)=O (2-Amino-pentanoic acid [1-(1,1-dimethyl-2-morpholin-4-yl-ethyl)-1H-imidazol-4-yl]-amide), O[C@H](C(=O)O)C(C)(C)C ((S)-2-hydroxy-3,3-dimethyl-butyric acid). Product: CC(CN1CCOCC1)(C)N1C=NC(=C1)NC(C(CCC)NC(C(C(C)(C)C)O)=O)=O (2-(2-Hydroxy-3,3-dimethyl-butyrylamino)-pentanoic acid [1-(1,1-dimethyl-2-morpholin-4-yl-ethyl)-1H-imidazol-4-yl]-amide). Reaction SMILES: [CH3:1][C:2]([N:11]1[CH:15]=[C:14]([NH:16][C:17](=[O:23])[CH:18]([NH2:22])[CH2:19][CH2:20][CH3:21])[N:13]=[CH:12]1)([CH3:10])[CH2:3][N:4]1[CH2:9][CH2:8][O:7][CH2:6][CH2:5]1.[OH:24][C@@H:25]([C:29]([CH3:32])([CH3:31])[CH3:30])[C:26](O)=[O:27]>>[CH3:1][C:2]([N:11]1[CH:15]=[C:14]([NH:16][C:17](=[O:23])[CH:18]([NH:22][C:26](=[O:27])[CH:25]([OH:24])[C:29]([CH3:32])([CH3:31])[CH3:30])[CH2:19][CH2:20][CH3:21])[N:13]=[CH:12]1)([CH3:10])[CH2:3][N:4]1[CH2:5][CH2:6][O:7][CH2:8][CH2:9]1. Reported procedure: 2-Amino-pentanoic acid [1-(1,1-dimethyl-2-morpholin-4-yl-ethyl)-1H-imidazol-4-yl]-amide was coupled with (S)-2-hydroxy-3,3-dimethyl-butyric acid to afford the title compound: C13 NMR (100 MHz, CDCl3) 13.9, 19.2, 25.9, 26.4, 35.2, 35.3, 52.8, 55.5, 59.1, 67.5, 68.9, 80.0, 105.2, 131.3, 137.2, 169.1, 173.3; MS m/z 438.2 (M+1). Starting materials: O=C([O-])[O-], CCCCP(C12CC3CC(CC(C3)C1)C2)C12CC3CC(CC(C3)C1)C2, C=C[Sn](CCCC)(CCCC)CCCC, CN1CCCC1=O, [Na+], [Na+], CC(=O)[O-], CC(=O)[O-], [Pd+2], CC(Nc1ncnc2[nH]cnc12)c1cc2cccc(Cl)c2c(=O)n1-c1ccccc1. The product is C=Cc1cccc2cc(C(C)Nc3ncnc4[nH]cnc34)n(-c3ccccc3)c(=O)c12. RXN SMILES: [C:46](=[O:47])([O-:48])[O-:49].[C:52]12([P:53]([C:54]34[CH2:55][CH:56]5[CH2:57][CH:58]([CH2:59][CH:60]([CH2:61]5)[CH2:62]3)[CH2:63]4)[CH2:64][CH2:65][CH2:66][CH3:67])[CH2:68][CH:69]3[CH2:70][CH:71]([CH2:72][CH:73]([CH2:74]3)[CH2:75]1)[CH2:76]2.[CH2:31]([CH2:32][CH2:44][CH3:45])[Sn:33]([CH2:34][CH2:35][CH2:36][CH3:37])([CH2:38][CH2:39][CH2:40][CH3:41])[CH:42]=[CH2:43].[CH3:77][N:78]1[CH2:79][CH2:80][CH2:81][C:82]1=[O:83].[Na+:50].[Na+:51].[O-:85][C:86]([CH3:87])=[O:88].[O-:89][C:90]([CH3:91])=[O:92].[Pd+2:84].[n:1]1[cH:2][n:3][c:4]2[nH:5][cH:6][n:7][c:8]2[c:9]1[NH:10][CH:11]([CH3:12])[c:13]1[n:14](-[c:25]2[cH:26][cH:27][cH:28][cH:29][cH:30]2)[c:15](=[O:24])[c:16]2[c:17]([Cl:23])[cH:18][cH:19][cH:20][c:21]2[cH:22]1>>[n:1]1[cH:2][n:3][c:4]2[nH:5][cH:6][n:7][c:8]2[c:9]1[NH:10][CH:11]([CH3:12])[c:13]1[n:14](-[c:25]2[cH:26][cH:27][cH:28][cH:29][cH:30]2)[c:15](=[O:24])[c:16]2[c:17]([CH:31]=[CH2:32])[cH:18][cH:19][cH:20][c:21]2[cH:22]1. Reactants: CC(C)(O)c1ccc(C(=O)Nc2nc3ccc(Br)nc3s2)cc1, COc1cc(B(O)O)ccn1. The product is COc1cc(-c2ccc3nc(NC(=O)c4ccc(C(C)(C)O)cc4)sc3n2)ccn1. RXN SMILES: [Br:1][c:2]1[cH:3][cH:4][c:5]2[c:6]([n:7]1)[s:8][c:9]([NH:11][C:12]([c:13]1[cH:14][cH:15][c:16]([C:19]([CH3:20])([CH3:21])[OH:22])[cH:17][cH:18]1)=[O:23])[n:10]2.[CH3:24][O:25][c:26]1[n:27][cH:28][cH:29][c:30]([B:32]([OH:33])[OH:34])[cH:31]1>>[c:2]1(-[c:30]2[cH:29][cH:28][n:27][c:26]([O:25][CH3:24])[cH:31]2)[cH:3][cH:4][c:5]2[c:6]([n:7]1)[s:8][c:9]([NH:11][C:12]([c:13]1[cH:14][cH:15][c:16]([C:19]([CH3:20])([CH3:21])[OH:22])[cH:17][cH:18]1)=[O:23])[n:10]2. Starting materials: O=C([O-])[O-], COC(=O)CCNC(=O)C(C)Cl, CC#N, CCOC(C)=O, Cn1c(C(F)(F)F)cc(=O)n(-c2cc(S)c(Cl)cc2F)c1=O, Cl, [K+], [K+], O. The product is COC(=O)CCNC(=O)C(C)Sc1cc(-n2c(=O)cc(C(F)(F)F)n(C)c2=O)c(F)cc1Cl. Reaction SMILES: [C:13](=[O:14])([O-:15])[O-:16].[CH3:1][O:2][C:3]([CH2:4][CH2:5][NH:6][C:7]([CH:8]([CH3:9])[Cl:10])=[O:11])=[O:12].[CH3:42][C:43]#[N:44].[CH3:45][CH2:46][O:47][C:48](=[O:49])[CH3:50].[Cl:19][c:20]1[cH:21][c:22]([F:40])[c:23](-[n:27]2[c:28](=[O:39])[n:29]([CH3:38])[c:30]([C:34]([F:35])([F:36])[F:37])[cH:31][c:32]2=[O:33])[cH:24][c:25]1[SH:26].[ClH:41].[K+:17].[K+:18].[OH2:51]>>[CH3:1][O:2][C:3]([CH2:4][CH2:5][NH:6][C:7]([CH:8]([CH3:9])[S:26][c:25]1[c:20]([Cl:19])[cH:21][c:22]([F:40])[c:23](-[n:27]2[c:28](=[O:39])[n:29]([CH3:38])[c:30]([C:34]([F:35])([F:36])[F:37])[cH:31][c:32]2=[O:33])[cH:24]1)=[O:11])=[O:12]. Reactants: resultant mixture, C(O)CN (ethanolamine), N#N (N2), C(C1CO1)OCCCCCCCCCCC[Si](C)(C)CCCC (11-(butyldimethylsilyl)undecyl glycidyl ether), C(O)CN (ethanolamine). The solvent is C(C)O (ethanol), C(C)O (ethanol), C(C)O (ethanol). Run at temperature 80 celsius. The product is OCCNCC(COCCCCCCCCCCC[Si](C)(C)CCCC)O (1-(2-hydroxyethylamino)-3-[11-(butyldimethylsilyl)undecyloxy]-2-propanol). Isolated yield 73.3%. As a reaction SMILES: [CH2:1]([CH2:3][NH2:4])[OH:2].N#N.[CH2:7]([O:11][CH2:12][CH2:13][CH2:14][CH2:15][CH2:16][CH2:17][CH2:18][CH2:19][CH2:20][CH2:21][CH2:22][Si:23]([CH2:26][CH2:27][CH2:28][CH3:29])([CH3:25])[CH3:24])[CH:8]1[O:10][CH2:9]1>C(O)C>[OH:2][CH2:1][CH2:3][NH:4][CH2:9][CH:8]([OH:10])[CH2:7][O:11][CH2:12][CH2:13][CH2:14][CH2:15][CH2:16][CH2:17][CH2:18][CH2:19][CH2:20][CH2:21][CH2:22][Si:23]([CH2:26][CH2:27][CH2:28][CH3:29])([CH3:25])[CH3:24]. Procedure details: A 100-ml two-necked flask equipped with a stirrer, dropping funnel and N2 inlet tube was charged with 4.58 g (75 mmol) of ethanolamine and 9.2 g of ethanol. The contents were heated to 80° C. with stirring in an N2 atmosphere, and an ethanol solution of 1.71 g (5 mmol) of 11-(butyldimethylsilyl)undecyl glycidyl ether was added dropwise to the contents over 1 hour. The resultant mixture was stirred further for 1 hour at 80° C. After completion of the reaction, ethanol and excess ethanolamine were... The reactants are N1[C@H](C(=O)O)CCC1 (H-Pro), C1C[C@H](N(C1)C(=O)OCC2C3=CC=CC=C3C4=CC=CC=C24)C=O (Fmoc-Pro-Wang resin), N1CCCCC1.CN(C)C=O (piperidine DMF), C1CCC(CC1)N=C=NC2CCCCC2.C=1C=CC2=C(C1)N=NN2O (DCCI HOBt), N[C@@H](CS)C(=O)O (cysteine), C(C1=CC=CC=C1)OC1=CC=C(CO)C=C1 (p-benzyloxybenzyl alcohol), N1([C@H](C(=O)O)CCC1)C(=O)OCC1C2=CC=CC=C2C2=CC=CC=C12 (Fmoc-Pro-OH), peptide. Solvent: ClCCl (dichloromethane). Run at time 12 hour. Yields the product N([C@@H](CSC(C1=CC=CC=C1)(C1=CC=CC=C1)C1=CC=CC=C1)C(=O)N1[C@H](C(=O)O)CCC1)C(=O)OCC1C2=CC=CC=C2C2=CC=CC=C12 (Fmoc-Cys(Trt)-Pro). RXN SMILES: [N:1]1([C:9]([O:11][CH2:12][CH:13]2[C:25]3C(=CC=C[CH:24]=3)[C:19]3[C:14]2=[CH:15][CH:16]=[CH:17][CH:18]=3)=[O:10])[CH2:8][CH2:7]C[C@H]1C(O)=O.C(O[C:34]1[CH:41]=[CH:40][C:37]([CH2:38]O)=[CH:36][CH:35]=1)C1C=CC=CC=1.[NH:42]1[CH2:49][CH2:48][CH2:47][C@H:43]1[C:44]([OH:46])=[O:45].C1CN(C(OCC2[C:71]3[C:66](=[CH:67][CH:68]=[CH:69][CH:70]=3)C3C2=CC=CC=3)=O)[C@H](C=O)C1.N1C[CH2:78][CH2:77][CH2:76][CH2:75]1.CN(C=O)C.N[C@H](C(O)=O)[CH2:87][SH:88].C1CCC(N=C=N[CH:101]2[CH2:106][CH2:105][CH2:104][CH2:103][CH2:102]2)CC1.C1C=CC2N([OH:116])N=NC=2C=1>ClCCl>[NH:1]([C:9]([O:11][CH2:12][CH:13]1[C:25]2[C:24](=[CH:75][CH:76]=[CH:77][CH:78]=2)[C:15]2[C:14]1=[CH:19][CH:18]=[CH:17][CH:16]=2)=[O:10])[C@H:8]([C:7]([N:42]1[CH2:49][CH2:48][CH2:47][C@H:43]1[C:44]([OH:46])=[O:45])=[O:116])[CH2:87][S:88][C:38]([C:37]1[CH:36]=[CH:35][CH:34]=[CH:41][CH:40]=1)([C:66]1[CH:67]=[CH:68][CH:69]=[CH:70][CH:71]=1)[C:101]1[CH:102]=[CH:103][CH:104]=[CH:105][CH:106]=1 |f:4.5,7.8|. Procedure details: 0.6 g of Fmoc-Pro-OH is dissolved in 100 ml of dichloromethane, 1.2 equivalents of Wang resin (p-benzyloxybenzyl alcohol resin) are added, and the mixture is stirred at room temperature for 12 hours. After removal of the solvent Fmoc-Pro-Wang resin is obtained. In a peptide synthesizer Fmoc-Cys(Trt)-OH is condensed with H-Pro-Wang resin [liberation from Fmoc-Pro-Wang resin using piperidine/DMF (20% strength)], using a three-fold excess of the protected cysteine. The coupling is carried out at ro... Reactants: Cc1nc(C(C(C)c2ccccc2)N2C(=O)NC(CC3CC3)C2=O)[nH]c1-c1ccc(I)cc1F, CC(C)C(c1ncc(-c2ccc(I)cc2)[nH]1)N1C(=O)NC(CCC(=O)O)C1=O, CC(c1ccccc1)C(NC(=O)C(N)c1ccc(OC(CO)CO)cc1)c1nc(Cl)c(-c2ccc(I)cc2F)[nH]1. Yields the product CC(c1ccccc1)C(c1nc(Cl)c(-c2ccc(I)cc2F)[nH]1)N1C(=O)NC(c2ccc(OC(CO)CO)cc2)C1=O. RXN SMILES: [CH:29]1([CH2:30][CH:31]2[NH:32][C:33](=[O:34])[N:35]([CH:36]([c:37]3[nH:38][c:39](-[c:40]4[cH:41][cH:42][c:43]([I:44])[cH:45][c:46]4[F:47])[c:48]([CH3:49])[n:50]3)[CH:51]([c:52]3[cH:53][cH:54][cH:55][cH:56][cH:57]3)[CH3:58])[C:59]2=[O:60])[CH2:61][CH2:62]1.[I:1][c:2]1[cH:3][cH:4][c:5](-[c:6]2[nH:7][c:8]([CH:9]([N:10]3[C:18](=[O:19])[NH:17][CH:11]([CH2:12][CH2:13][C:14]([OH:15])=[O:16])[C:21]3=[O:22])[CH:20]([CH3:23])[CH3:24])[n:25][cH:26]2)[cH:27][cH:28]1.[NH2:63][CH:64]([C:65](=[O:66])[NH:67][CH:68]([CH:69]([CH3:70])[c:71]1[cH:72][cH:73][cH:74][cH:75][cH:76]1)[c:77]1[nH:78][c:79](-[c:83]2[c:84]([F:90])[cH:85][c:86]([I:89])[cH:87][cH:88]2)[c:80]([Cl:82])[n:81]1)[c:91]1[cH:92][cH:93][c:94]([O:97][CH:98]([CH2:99][OH:100])[CH2:101][OH:102])[cH:95][cH:96]1>>[C:21]1(=[O:22])[NH:63][CH:64]([c:91]2[cH:92][cH:93][c:94]([O:97][CH:98]([CH2:99][OH:100])[CH2:101][OH:102])[cH:95][cH:96]2)[C:65](=[O:66])[N:67]1[CH:68]([CH:69]([CH3:70])[c:71]1[cH:72][cH:73][cH:74][cH:75][cH:76]1)[c:77]1[nH:78][c:79](-[c:83]2[c:84]([F:90])[cH:85][c:86]([I:89])[cH:87][cH:88]2)[c:80]([Cl:82])[n:81]1. Starting materials: Nc1cccc(Br)n1, O=C([O-])O, ClC(Cl)Cl, S=C(Cl)Cl, [Na+], O. Yields the product S=C=Nc1cccc(Br)n1. Reaction SMILES: [Br:1][c:2]1[cH:3][cH:4][cH:5][c:6]([NH2:8])[n:7]1.[C:9](=[O:10])([OH:11])[O-:12].[CH:19]([Cl:20])([Cl:21])[Cl:22].[Cl:15][C:16]([Cl:17])=[S:18].[Na+:13].[OH2:14]>>[Br:1][c:2]1[cH:3][cH:4][cH:5][c:6]([N:8]=[C:16]=[S:18])[n:7]1.